From a dataset of the Open Reaction Database (ORD), a public repository of structured organic reaction records. describe an organic reaction: reactants, conditions, products, and yield Reactants: C1CCOC1, COc1cc2ncnc(Oc3cccc(N)c3F)c2cc1OC, CC(CF)(CF)c1cc(NC(=O)Oc2ccccc2)no1. The product is COc1cc2ncnc(Oc3cccc(NC(=O)Nc4cc(C(C)(CF)CF)on4)c3F)c2cc1OC. Reaction SMILES: [CH2:45]1[O:46][CH2:47][CH2:48][CH2:49]1.[CH3:22][O:23][c:24]1[cH:25][c:26]2[c:27]([O:36][c:37]3[c:38]([F:44])[c:39]([NH2:40])[cH:41][cH:42][cH:43]3)[n:28][cH:29][n:30][c:31]2[cH:32][c:33]1[O:34][CH3:35].[F:1][CH2:2][C:3]([CH2:4][F:5])([CH3:6])[c:7]1[cH:8][c:9]([NH:12][C:13]([O:14][c:15]2[cH:16][cH:17][cH:18][cH:19][cH:20]2)=[O:21])[n:10][o:11]1>>[F:1][CH2:2][C:3]([CH2:4][F:5])([CH3:6])[c:7]1[cH:8][c:9]([NH:12][C:13](=[O:21])[NH:40][c:39]2[c:38]([F:44])[c:37]([O:36][c:27]3[c:26]4[cH:25][c:24]([O:23][CH3:22])[c:33]([O:34][CH3:35])[cH:32][c:31]4[n:30][cH:29][n:28]3)[cH:43][cH:42][cH:41]2)[n:10][o:11]1. Reaction conditions: time 10 minute. Product: hexanes ethyl acetate, C(=O)C=1C(=NC=C(C1)COC)C(=O)OC (Methyl 3-formyl-5-(methoxymethyl)picolinate). Reaction SMILES: [O:1]=[O+][O-].[CH3:4][O:5][C:6]1C=C[CH:9]=[C:10]2[C:15]=1[N:14]=[CH:13][C:12]([CH2:16][O:17][CH3:18])=[CH:11]2.C(#N)C.[OH2:22]>>[CH:9]([C:10]1[C:15]([C:6]([O:5][CH3:4])=[O:1])=[N:14][CH:13]=[C:12]([CH2:16][O:17][CH3:18])[CH:11]=1)=[O:22] |f:2.3|. The reactants are O=[O+][O-] (Ozone), COC=1C=CC=C2C=C(C=NC12)COC (8-methoxy-3-(methoxymethyl)quinoline), C(C)#N.O (acetonitrile water). Reported procedure: Ozone is bubbled through a solution of 8-methoxy-3-(methoxymethyl)quinoline (0.134 g, 0.66 mmol) in a 9:1 acetonitrile/water mixture at 0° C. After 10 minutes, the reaction mixture is concentrated in vacuo and the resulting oil is dissolved in methanol and treated with excess diazomethane. After stirring for 14 hours at room temperature, the reaction mixture is treated with acetic acid and concentrated in vacuo to obtain a red oil. Flash chromatography of the oil using silica gel and a 3:1 hexan...